Dataset: the Open Reaction Database (ORD), a public repository of structured organic reaction records. Task: describe an organic reaction: reactants, conditions, products, and yield Reactants: CCS, O=c1c(-n2ccnn2)c[nH]n1-c1cc(Cl)ncn1, Cl, [H-], [Na+], CN(C)C=O, O. Yields the product CCSc1cc(-n2[nH]cc(-n3ccnn3)c2=O)ncn1. RXN SMILES: [CH2:20]([CH3:21])[SH:22].[Cl:2][c:3]1[cH:4][c:5](-[n:9]2[nH:10][cH:11][c:12](-[n:15]3[n:16][n:17][cH:18][cH:19]3)[c:13]2=[O:14])[n:6][cH:7][n:8]1.[ClH:1].[H-:23].[Na+:24].[O:26]=[CH:27][N:28]([CH3:29])[CH3:30].[OH2:25]>>[c:3]1([S:22][CH2:20][CH3:21])[cH:4][c:5](-[n:9]2[nH:10][cH:11][c:12](-[n:15]3[n:16][n:17][cH:18][cH:19]3)[c:13]2=[O:14])[n:6][cH:7][n:8]1. Reactants: CCC(CC)(C(=O)O)P(=O)(O)O, COc1cccc(C2CCCC2=O)c1, CCOC(C)=O, COCCOC, [H-], [Na+], O. Yields the product CCOC(=O)C=C1CCCC1c1cccc(OC)c1. As a reaction SMILES: [CH2:1]([C:2]([CH2:3][CH3:4])([P:5]([OH:6])([OH:7])=[O:8])[C:9]([OH:10])=[O:11])[CH3:12].[CH3:15][O:16][c:17]1[cH:18][c:19]([CH:23]2[C:24](=[O:28])[CH2:25][CH2:26][CH2:27]2)[cH:20][cH:21][cH:22]1.[CH3:29][CH2:30][O:31][C:32]([CH3:33])=[O:34].[CH3:35][O:36][CH2:37][CH2:38][O:39][CH3:40].[H-:13].[Na+:14].[OH2:41]>>[CH3:15][O:16][c:17]1[cH:18][c:19]([CH:23]2[C:24](=[CH:33][C:32]([O:31][CH2:30][CH3:29])=[O:34])[CH2:25][CH2:26][CH2:27]2)[cH:20][cH:21][cH:22]1. The reactants are [Li]CCCC (n-BuLi), C(C)(C)NC(C)C (diisopropylamine), C1CCOC1 (THF), [Li+].CC(C)[N-]C(C)C (LDA), 3.3.1.13,7decan-2-one. Product: 2-aza-1,1-diphenyl-3-(pyridyl)prop-2-ene, NCC=1C=NC=CC1 (3-aminomethyl pyridine), C(C1=CC=CC=C1)(=O)C1=CC=CC=C1 (benzophenone). Reaction SMILES: [Li+].C[CH:3]([N-:5][CH:6]([CH3:8])[CH3:7])[CH3:4].[Li][CH2:10][CH2:11][CH2:12]C.[CH:14]([NH:17][CH:18]([CH3:20])[CH3:19])(C)C.[CH2:21]1[CH2:25][O:24][CH2:23][CH2:22]1>>[NH2:17][CH2:14][C:8]1[CH:6]=[N:5][CH:3]=[CH:4][CH:21]=1.[C:23]([C:7]1[CH:6]=[CH:8][CH:19]=[CH:18][CH:20]=1)(=[O:24])[C:22]1[CH:21]=[CH:25][CH:12]=[CH:11][CH:10]=1 |f:0.1|. Procedure: 5-Aza-6-(3-pyridyl)-tricyclo[3.3.1.13,7decan-2-one: LDA (8.0 mmol) was generated at 0° C. by adding n-BuLi (3.40 mL of 2.35 M solution in hexane, 8.0 mmol) to a solution of diisopropylamine (1.40 mL, 10.0 mmol) in dry THF (10.0 mL). The Schiff base, 2-aza-1,1-diphenyl-3-(pyridyl)prop-2-ene, formed from the reaction of 3-aminomethyl pyridine with benzophenone (2.18 g, 8.0 mmol; prepared using the method described in U.S. Pat. No. 5,510,355 to Bencherif et al.) was dissolved in dry THF (10.0 mL) a... Starting materials: COc1ccc(C(=O)c2cccc(N)c2)cc1OC, COc1ccc(C(=O)c2ccc([N+](=O)[O-])cc2)cc1OC, CCOC(C)=O. The product is COc1ccc(C(=O)c2ccc(N)cc2)cc1OC. As a reaction SMILES: [CH3:1][O:2][c:3]1[cH:4][c:5]([C:11]([c:12]2[cH:13][cH:14][cH:15][c:16]([NH2:17])[cH:18]2)=[O:19])[cH:6][cH:7][c:8]1[O:9][CH3:10].[CH3:20][O:21][c:22]1[cH:23][c:24]([C:25](=[O:26])[c:27]2[cH:28][cH:29][c:30]([N+:33]([O-:34])=[O:35])[cH:31][cH:32]2)[cH:36][cH:37][c:38]1[O:39][CH3:40].[CH3:41][CH2:42][O:43][C:44](=[O:45])[CH3:46]>>[CH3:20][O:21][c:22]1[cH:23][c:24]([C:25](=[O:26])[c:27]2[cH:28][cH:29][c:30]([NH2:33])[cH:31][cH:32]2)[cH:36][cH:37][c:38]1[O:39][CH3:40]. Starting materials: CO, COC(=O)c1cccc2cc(-c3ccc(OCc4c(-c5c(Cl)cccc5Cl)noc4C4CCC4)cc3)ccc12, [Na+], C1CCOC1, [OH-]. The product is O=C(O)c1cccc2cc(-c3ccc(OCc4c(-c5c(Cl)cccc5Cl)noc4C4CCC4)cc3)ccc12. RXN SMILES: [CH3:47][OH:48].[CH:1]1([c:5]2[c:6]([CH2:18][O:19][c:20]3[cH:21][cH:22][c:23](-[c:26]4[cH:27][c:28]5[cH:29][cH:30][cH:31][c:32]([C:36](=[O:37])[O:38][CH3:39])[c:33]5[cH:34][cH:35]4)[cH:24][cH:25]3)[c:7](-[c:10]3[c:11]([Cl:17])[cH:12][cH:13][cH:14][c:15]3[Cl:16])[n:8][o:9]2)[CH2:2][CH2:3][CH2:4]1.[Na+:46].[O:40]1[CH2:41][CH2:42][CH2:43][CH2:44]1.[OH-:45]>>[CH:1]1([c:5]2[c:6]([CH2:18][O:19][c:20]3[cH:21][cH:22][c:23](-[c:26]4[cH:27][c:28]5[cH:29][cH:30][cH:31][c:32]([C:36](=[O:37])[OH:38])[c:33]5[cH:34][cH:35]4)[cH:24][cH:25]3)[c:7](-[c:10]3[c:11]([Cl:17])[cH:12][cH:13][cH:14][c:15]3[Cl:16])[n:8][o:9]2)[CH2:2][CH2:3][CH2:4]1. Starting materials: [Cl-], O=C(O)CCCl, Nc1ccc(C(=O)N2CCN(CCc3ccc(Cl)cc3)CC2)cc1, C1CCOC1. Yields the product O=C(CCCl)Nc1ccc(C(=O)N2CCN(CCc3ccc(Cl)cc3)CC2)cc1. As a reaction SMILES: [Cl-:25].[Cl:26][CH2:27][CH2:28][C:29](=[O:30])[OH:31].[NH2:1][c:2]1[cH:3][cH:4][c:5]([C:6](=[O:7])[N:8]2[CH2:9][CH2:10][N:11]([CH2:14][CH2:15][c:16]3[cH:17][cH:18][c:19]([Cl:22])[cH:20][cH:21]3)[CH2:12][CH2:13]2)[cH:23][cH:24]1.[O:32]1[CH2:33][CH2:34][CH2:35][CH2:36]1>>[NH:1]([c:2]1[cH:3][cH:4][c:5]([C:6](=[O:7])[N:8]2[CH2:9][CH2:10][N:11]([CH2:14][CH2:15][c:16]3[cH:17][cH:18][c:19]([Cl:22])[cH:20][cH:21]3)[CH2:12][CH2:13]2)[cH:23][cH:24]1)[C:29]([CH2:28][CH2:27][Cl:26])=[O:30].